This data is from the Open Reaction Database (ORD), a public repository of structured organic reaction records. The task is: describe an organic reaction: reactants, conditions, products, and yield The reactants are Cl.N1=CC=CC=C1 (pyridinehydrochloride salt), ClC1=C(C=CC(=C1Cl)C(C1=CC=CC=C1)=O)OC (2,3-dichloro-4-benzoylanisole), ice water. Reaction conditions: temperature 180 celsius, time 2 hour. Yields the product ClC1=C(C=CC(=C1Cl)C(C1=CC=CC=C1)=O)O (2,3-dichloro-4-benzoylphenol). As a reaction SMILES: Cl.N1C=CC=CC=1.[Cl:8][C:9]1[C:14]([Cl:15])=[C:13]([C:16](=[O:23])[C:17]2[CH:22]=[CH:21][CH:20]=[CH:19][CH:18]=2)[CH:12]=[CH:11][C:10]=1[O:24]C>>[Cl:8][C:9]1[C:14]([Cl:15])=[C:13]([C:16](=[O:23])[C:17]2[CH:22]=[CH:21][CH:20]=[CH:19][CH:18]=2)[CH:12]=[CH:11][C:10]=1[OH:24] |f:0.1|. Procedure: 4.3 g of pyridinehydrochloride salt was added to 500 mg of the obtained anisole compound. The mixture was stirred for two hours at 180° C., and poured into ice-water and extracted with ether. Reactants: C([O-])([O-])=O.[K+].[K+] (potassium carbonate), ICCCCCC (iodohexane), C(C)#N (acetonitrile), Cl.N1CCC(CC1)NC(=O)C1C2=CC=CC=C2OC=2C=CC=CC12 (N-(piperidin-4-yl)xanthene-9-carboxamide hydrochloride). Solvent: O (water). Product: C(CCCCC)N1CCC(CC1)NC(=O)C1C2=CC=CC=C2OC=2C=CC=CC12 (N-(1-hexylpiperidin-4-yl)xanthene-9-carboxamide). RXN SMILES: C(=O)([O-])[O-].[K+].[K+].I[CH2:8][CH2:9][CH2:10][CH2:11][CH2:12][CH3:13].C(#N)C.Cl.[NH:18]1[CH2:23][CH2:22][CH:21]([NH:24][C:25]([CH:27]2[C:40]3[CH:39]=[CH:38][CH:37]=[CH:36][C:35]=3[O:34][C:33]3[C:28]2=[CH:29][CH:30]=[CH:31][CH:32]=3)=[O:26])[CH2:20][CH2:19]1>O>[CH2:8]([N:18]1[CH2:19][CH2:20][CH:21]([NH:24][C:25]([CH:27]2[C:28]3[CH:29]=[CH:30][CH:31]=[CH:32][C:33]=3[O:34][C:35]3[C:40]2=[CH:39][CH:38]=[CH:37][CH:36]=3)=[O:26])[CH2:22][CH2:23]1)[CH2:9][CH2:10][CH2:11][CH2:12][CH3:13] |f:0.1.2,5.6|. Reported procedure: 60 mg of potassium carbonate and 25 ml of iodohexane were successively added to 5.0 ml of acetonitrile suspension having 50 mg of N-(piperidin-4-yl)xanthene-9-carboxamide hydrochloride, followed by reflux under heating for 4 hours. After cooled to room temperature, water was added to the reaction solution, followed by extraction with ethyl acetate and drying over anhydrous magnesium sulfate. The solvent was distilled off under reduced pressure, the obtained residue was purified by preparative th... The reactants are FC1=C(C=O)C(=CC=C1)C(F)(F)F (2-fluoro-6-trifluoromethylbenzaldehyde), CC(OCC)=O (EA). Product: FC1=C(C(C(=O)O)O)C(=CC=C1)C(F)(F)F (2-Fluoro-6-trifluoromethylmandelic acid). RXN SMILES: [F:1][C:2]1[CH:9]=[CH:8][CH:7]=[C:6]([C:10]([F:13])([F:12])[F:11])[C:3]=1[CH:4]=[O:5].C[C:15](=[O:19])[O:16]CC>>[F:1][C:2]1[CH:9]=[CH:8][CH:7]=[C:6]([C:10]([F:11])([F:12])[F:13])[C:3]=1[CH:4]([OH:5])[C:15]([OH:19])=[O:16]. Reported procedure: The 2-fluoro-6-trifluoromethylbenzaldehyde (48.4 g, 252 mmol) was converted to product in a manner substantially analogous to Preparation 59 to yield 49.7 g. (84%). EA, MS(FD).